From a dataset of the Open Reaction Database (ORD), a public repository of structured organic reaction records. describe an organic reaction: reactants, conditions, products, and yield The reactants are NC1=C(C2=C(S1)C=CC=C2)C#N (2-amino-benzo[b]thiophene-3-carbonitrile), FC1=C(C=C(C(=C1)F)F)[N+](=O)[O-] (2,4,5-trifluoro-nitrobenzene), [H-].[Na+] (sodium hydride). Run in C1CCOC1 (THF). Reaction conditions: time 8 hour. Product: FC1=CC(=C(C=C1F)NC1=C(C2=C(S1)C=CC=C2)C#N)[N+](=O)[O-] (2-(4,5-Di-fluoro-2-nitro-phenylamino)-benzo[b]thiophene-3-carbonitrile). Yield: 22.8%. As a reaction SMILES: [NH2:1][C:2]1[S:6][C:5]2[CH:7]=[CH:8][CH:9]=[CH:10][C:4]=2[C:3]=1[C:11]#[N:12].F[C:14]1[CH:19]=[C:18]([F:20])[C:17]([F:21])=[CH:16][C:15]=1[N+:22]([O-:24])=[O:23].[H-].[Na+]>C1COCC1>[F:21][C:17]1[C:18]([F:20])=[CH:19][C:14]([NH:1][C:2]2[S:6][C:5]3[CH:7]=[CH:8][CH:9]=[CH:10][C:4]=3[C:3]=2[C:11]#[N:12])=[C:15]([N+:22]([O-:24])=[O:23])[CH:16]=1 |f:2.3|. Reported procedure: Combine 2-amino-benzo[b]thiophene-3-carbonitrile (3.93 g, 22.6 mmol), 2,4,5-trifluoro-nitrobenzene (4.0 g, 22.6 mmol) in 30 mL of THF, add sodium hydride (3.54 g, 88.5 mmol)) portionwise at 0˜5° C., after addition, the reaction stir overnight at RT, Pour the rection on ice water (200 mL), extract with dichloromethane (3×50 mL), the combined organic layer wash with water and brine, dry over Na2SO4. Concentrate down to a residue, purify by chromatography, gradient hexanes to hexane:CH2Cl2: EtOAc=5... Starting materials: S(O)(O)(=O)=O (sulfuric acid), Br.NC=1C(=C(C=CC1)C(C)=O)O (3'-amino-2'-hydroxyacetophenone hydrobromide), [I-].[K+] (potassium iodide), S(O)(O)(=O)=O (sulfuric acid), N(=O)[O-].[Na+] (sodium nitrite). Reagents/catalysts: [Cu] (Copper). Run in O (water), O (water), O (water), C(Cl)(Cl)Cl (chloroform). Run at temperature 0 celsius, time 20 minute. The product is OC1=C(C=CC=C1I)C(C)=O (2'-Hydroxy-3'-iodoacetophenone). Yield: 68.9%. RXN SMILES: Br.N[C:3]1[C:4]([OH:12])=[C:5]([C:9](=[O:11])[CH3:10])[CH:6]=[CH:7][CH:8]=1.S(=O)(=O)(O)O.N([O-])=O.[Na+].[I-:22].[K+]>O.[Cu].C(Cl)(Cl)Cl>[OH:12][C:4]1[C:3]([I:22])=[CH:8][CH:7]=[CH:6][C:5]=1[C:9](=[O:11])[CH3:10] |f:0.1,3.4,5.6|. Procedure details: A suspension of 3'-amino-2'-hydroxyacetophenone hydrobromide (2.5 g, 10.8 mmol) in water (10 ml) at 0° C. was added successively with concentrated sulfuric acid (0.70 ml) and sodium nitrite (0.783 g, 11.3 mmol) dissolved in water (1.5 ml) and the mixture was left under stirring at 0° C. for 20 min. After that, concentrated sulfuric acid (0.2 ml) was added and the resulting mixture was poured onto a solution of potassium iodide (2.2 g) in water (2 ml) cooled at 0° C. Copper powder (11 mg) was add...